This data is from the Open Reaction Database (ORD), a public repository of structured organic reaction records. The task is: describe an organic reaction: reactants, conditions, products, and yield The reactants are Cl (hydrogen chloride), BrC=1C=C(C=CC1)[C@@](CC(C)O)(C)N[S@](=O)C(C)(C)C ((R)-2-methyl-propane-2-sulfinic acid [(S)-1-(3-bromo-phenyl)-3-hydroxy-1-methyl-butyl]-amide). Product: NC(C[C@H](C)O)(C)C1=CC(=CC=C1)Br ((S)-4-Amino-4-(3-bromo-phenyl)-pentan-2-ol). RXN SMILES: Cl.[Br:2][C:3]1[CH:4]=[C:5]([C@:9]([NH:15][S@@](C(C)(C)C)=O)([CH3:14])[CH2:10][CH:11]([OH:13])[CH3:12])[CH:6]=[CH:7][CH:8]=1>>[NH2:15][C:9]([C:5]1[CH:6]=[CH:7][CH:8]=[C:3]([Br:2])[CH:4]=1)([CH3:14])[CH2:10][C@@H:11]([OH:13])[CH3:12]. Reported procedure: A solution of hydrogen chloride (5 mL; 13 equiv; 20 mmoles) (4 M in dioxane) and (R)-2-methyl-propane-2-sulfinic acid [(S)-1-(3-bromo-phenyl)-3-hydroxy-1-methyl-butyl]-amide (570 mg, 1.6 mmoles, 1.0 equiv) as a single diastereomer is stirred for 5 minutes. The solvent is removed under reduced pressure and the residue is made basic with saturated aqueous sodium bicarbonate. The aqueous phase is extracted with dichloromethane. The organic phase is dried over sodium sulfate, filtered, and concentra... Starting materials: C1(=CC=CC=C1)C(C1CCNCC1)C1=CC=CC=C1 (4-diphenylmethylpiperidine), BrCCCCOC1=CC=CC=C1 ((4-bromobutoxy)benzene), C([O-])(O)=O.[Na+] (sodium bicarbonate), C(CCC)O (1-butanol). The product is C(\C=C\C(=O)O)(=O)O.C1(=CC=CC=C1)C(C1CCN(CC1)CCCCOC1=CC=CC=C1)C1=CC=CC=C1 (4-(Diphenylmethyl)-1-(4-phenoxybutyl)piperidine fumarate). RXN SMILES: [C:1]1([CH:7]([C:14]2[CH:19]=[CH:18][CH:17]=[CH:16][CH:15]=2)[CH:8]2[CH2:13][CH2:12][NH:11][CH2:10][CH2:9]2)[CH:6]=[CH:5][CH:4]=[CH:3][CH:2]=1.Br[CH2:21][CH2:22][CH2:23][CH2:24][O:25][C:26]1[CH:31]=[CH:30][CH:29]=[CH:28][CH:27]=1.[C:32](=[O:35])([OH:34])[O-].[Na+].C([OH:41])CCC>>[C:26]([OH:41])(=[O:25])/[CH:27]=[CH:28]/[C:32]([OH:34])=[O:35].[C:1]1([CH:7]([C:14]2[CH:19]=[CH:18][CH:17]=[CH:16][CH:15]=2)[CH:8]2[CH2:9][CH2:10][N:11]([CH2:21][CH2:22][CH2:23][CH2:24][O:25][C:26]3[CH:31]=[CH:30][CH:29]=[CH:28][CH:27]=3)[CH2:12][CH2:13]2)[CH:2]=[CH:3][CH:4]=[CH:5][CH:6]=1 |f:2.3,5.6|. Procedure: A solution of 6.99 g (0.0278 mole) of 4-diphenylmethylpiperidine, 6.64 g (0.029 mole) of (4-bromobutoxy)benzene and 5 g (0.060 mole) of sodium bicarbonate in 400 ml of 1-butanol was refluxed for 11 hr. The solvent was removed in vacuo, and the residue was partitioned between methylene chloride and dilute sodium hydroxide. The methylene chloride solution was dried over magnesium sulfate, and the solvent was removed in vacuo to give an oil, the free base of the title compound. The base was dissolv... The reactants are F[C@@]12[C@]3(C=CC(C=C3CC[C@H]1[C@@H]1CC=C(C(CO)=O)[C@]1(C[C@@H]2O)C)=O)C (9-fluoro-11β,21-dihydroxypregna-1,4,16-triene-3,20-dione), CS(=O)(=O)Cl (methanesulfonyl chloride), Cl (hydrochloric acid). The solvent is N1=CC=CC=C1 (pyridine). Yields the product F[C@@]12[C@]3(C=CC(C=C3CC[C@H]1[C@@H]1CC=C(C(COS(=O)(=O)C)=O)[C@]1(C[C@@H]2O)C)=O)C (9-Fluoro-11β-hydroxy-21-methanesulfonyloxypregna-1,4,16-triene-3,20-dione). RXN SMILES: [F:1][C@:2]12[C@@H:22]([OH:23])[CH2:21][C@@:20]3([CH3:24])[C@@H:12]([CH2:13][CH:14]=[C:15]3[C:16](=[O:19])[CH2:17][OH:18])[C@@H:11]1[CH2:10][CH2:9][C:8]1[C@:3]2([CH3:26])[CH:4]=[CH:5][C:6](=[O:25])[CH:7]=1.[CH3:27][S:28](Cl)(=[O:30])=[O:29].Cl>N1C=CC=CC=1>[F:1][C@:2]12[C@@H:22]([OH:23])[CH2:21][C@@:20]3([CH3:24])[C@@H:12]([CH2:13][CH:14]=[C:15]3[C:16](=[O:19])[CH2:17][O:18][S:28]([CH3:27])(=[O:30])=[O:29])[C@@H:11]1[CH2:10][CH2:9][C:8]1[C@:3]2([CH3:26])[CH:4]=[CH:5][C:6](=[O:25])[CH:7]=1. Procedure: A solution of 16 grams of 9-fluoro-11β,21-dihydroxypregna-1,4,16-triene-3,20-dione in dry pyridine (200 ml) is reacted with methanesulfonyl chloride (5.0 ml) for 2 hours at 0° C. The mixture is poured into an excess of cold 2N-hydrochloric acid. The solid that separates from the resulting solution is isolated yielding 17.5g of the title compound, which is characterized by its nmr spectrum. Starting materials: CC1=C(CC2(CCC2)C(=O)C2=NC=CC=C2)C=CC=C1 ((1-(2-methylbenzyl)cyclobutyl)(pyridin-2-yl)methanone), [BH4-].[Na+] (NaBH4). Reaction conditions: temperature 0 celsius, time 1 hour. Product: CC1=C(CC2(CCC2)C(O)C2=NC=CC=C2)C=CC=C1 ([1-(2-methylbenzyl)cyclobutyl](pyridin-2-yl)methanol). The yield is 15.0%. Reaction SMILES: [CH3:1][C:2]1[CH:20]=[CH:19][CH:18]=[CH:17][C:3]=1[CH2:4][C:5]1([C:9]([C:11]2[CH:16]=[CH:15][CH:14]=[CH:13][N:12]=2)=[O:10])[CH2:8][CH2:7][CH2:6]1.[BH4-].[Na+]>>[CH3:1][C:2]1[CH:20]=[CH:19][CH:18]=[CH:17][C:3]=1[CH2:4][C:5]1([CH:9]([C:11]2[CH:16]=[CH:15][CH:14]=[CH:13][N:12]=2)[OH:10])[CH2:6][CH2:7][CH2:8]1 |f:1.2|. Reported procedure: To a solution of Example 253B (0.19 g, 0.0007 mol) was added NaBH4 (0.03 g, 0.84 mmol) in small portions at 0° C. The minxture was stirred at 0° C. for 1 hour, and concentrated. The residure was purified by Prep. TLC on silica gel and eluted with petroleum ether/EtOAc (5:1) to give the title compound (total yiled for 3 steps 15%). MS: m/z 268 (M+H); 1H NMR (400 MHz, CDCl3) δ 8.58 (d, J=4.8 Hz, 1H), 7.66 (m, 1H), 7.23 (m, 5H), 4.94 (s, 1H), 4.63 (b, 1H), 2.79 (d, J=14.0 Hz, 1H), 2.27 (d, J=14.0 H... Starting materials: C1CCN2CCC(CC12)C1=CNC2=CC=CN=C12 (3-(octahydro-7-indolizinyl)-1-H-4-azaindole), C1(=CC=CC2=CC=CC=C12)S(=O)(=O)Cl (1-naphthalenesulfonyl chloride), C[Si](C)(C)[N-][Si](C)(C)C.[Na+] (NaN(TMS)2). The solvent is C1CCOC1 (THF). Product: C1CCN2CCC(CC12)C1=CN(C2=CN=CC=C12)S(=O)(=O)C1=CC=CC2=CC=CC=C12 (3-(Octahydro-7-indolizinyl)-1-(1-naphthalenesulfonyl)-6-azaindole). As a reaction SMILES: [CH2:1]1[CH:9]2[N:4]([CH2:5][CH2:6][CH:7]([C:10]3[C:18]4[C:13](=[CH:14][CH:15]=[CH:16][N:17]=4)[NH:12][CH:11]=3)[CH2:8]2)[CH2:3][CH2:2]1.[C:19]1([S:29](Cl)(=[O:31])=[O:30])[C:28]2[C:23](=[CH:24][CH:25]=[CH:26][CH:27]=2)[CH:22]=[CH:21][CH:20]=1.C[Si]([N-][Si](C)(C)C)(C)C.[Na+]>C1COCC1>[CH2:1]1[CH:9]2[N:4]([CH2:5][CH2:6][CH:7]([C:10]3[C:14]4[C:13](=[CH:18][N:17]=[CH:16][CH:15]=4)[N:12]([S:29]([C:19]4[C:28]5[C:23](=[CH:24][CH:25]=[CH:26][CH:27]=5)[CH:22]=[CH:21][CH:20]=4)(=[O:31])=[O:30])[CH:11]=3)[CH2:8]2)[CH2:3][CH2:2]1 |f:2.3|. Procedure details: from 3-(octahydro-7-indolizinyl)-1-H-4-azaindole (less polar isomer) (12 mg, 0.05 mmol), 1-naphthalenesulfonyl chloride (20.9 mg, 0.1 mmol) and 1M NaN(TMS)2 (100 μL, 0.10 mmol) in THF (1 mL) at RT. The reactants are C(CCCCCCCCCCCCCCC)(=O)O (palmitic acid), [O-2].[Mg+2] (magnesium oxide). Solvent: O (water). Run at temperature 70 celsius, time 2 hour. The product is C(CCCCCCCCCCCCCCC)(=O)[O-].[Mg+2].C(CCCCCCCCCCCCCCC)(=O)[O-] (Magnesium palmitate). As a reaction SMILES: [C:1]([OH:18])(=[O:17])[CH2:2][CH2:3][CH2:4][CH2:5][CH2:6][CH2:7][CH2:8][CH2:9][CH2:10][CH2:11][CH2:12][CH2:13][CH2:14][CH2:15][CH3:16].[O-2].[Mg+2:20]>O>[C:1]([O-:18])(=[O:17])[CH2:2][CH2:3][CH2:4][CH2:5][CH2:6][CH2:7][CH2:8][CH2:9][CH2:10][CH2:11][CH2:12][CH2:13][CH2:14][CH2:15][CH3:16].[Mg+2:20].[C:1]([O-:18])(=[O:17])[CH2:2][CH2:3][CH2:4][CH2:5][CH2:6][CH2:7][CH2:8][CH2:9][CH2:10][CH2:11][CH2:12][CH2:13][CH2:14][CH2:15][CH3:16] |f:1.2,4.5.6|. Reported procedure: 25 g of powdered palmitic acid (AN 223, titer 60° C., particle size >40μ) and 2.1 g of 96% active magnesium oxide (precipitated, density 70 g/liter, IN 62) are suspended in 500 ml of water at room temperature. This is followed with stirring for 30 minutes at 55° C. and 2 hours at 70° C. The hollow-sphered granulate formed is filtered and dried. The free fatty acid content amounts to 1.3% but if agitation is carried out for 60 minutes only, the granulate still contains 3% of free fatty acid. The reactants are Cl.CN(CCCN=C=NCC)C (1-(3-dimethylaminopropyl)-3-ethylcarbodiimide hydrochloride), OCC1CC(C2CNCC2C1)(O)C1=C(C=CC=C1)OC ((3aRS,4RS,6SR,7aSR)-6-hydroxymethyl-4-(2-methoxyphenyl)perhydroisoindol-4-ol), COC1=C(C=CC=C1)CC(=O)O ((2-methoxyphenyl)acetic acid). Solvent: ClCCl (dichloromethane). Conditions: temperature 20 celsius, time 20 hour. The product is OCC1CC(C2CN(CC2C1)C(CC1=C(C=CC=C1)OC)=O)(O)C1=C(C=CC=C1)OC ((3aRS,4RS,6SR,7aSR)-6-hydroxymethyl-4-(2-methoxyphenyl)-2-[(2-methoxyphenyl)acetyl]perhydroisoindol-4-ol). The yield is 45.6%. As a reaction SMILES: Cl.CN(C)CCCN=C=NCC.[OH:13][CH2:14][CH:15]1[CH2:23][CH:22]2[CH:18]([CH2:19][NH:20][CH2:21]2)[C:17]([C:25]2[CH:30]=[CH:29][CH:28]=[CH:27][C:26]=2[O:31][CH3:32])([OH:24])[CH2:16]1.[CH3:33][O:34][C:35]1[CH:40]=[CH:39][CH:38]=[CH:37][C:36]=1[CH2:41][C:42](O)=[O:43]>ClCCl>[OH:13][CH2:14][CH:15]1[CH2:23][CH:22]2[CH:18]([CH2:19][N:20]([C:42](=[O:43])[CH2:41][C:36]3[CH:37]=[CH:38][CH:39]=[CH:40][C:35]=3[O:34][CH3:33])[CH2:21]2)[C:17]([C:25]2[CH:30]=[CH:29][CH:28]=[CH:27][C:26]=2[O:31][CH3:32])([OH:24])[CH2:16]1 |f:0.1|. Reported procedure: 2.3 g of 1-(3-dimethylaminopropyl)-3-ethylcarbodiimide hydrochloride are added to a solution of 3 g of (3aRS,4RS,6SR,7aSR)-6-hydroxymethyl-4-(2-methoxyphenyl)perhydroisoindol-4-ol and 1.8 g of (2-methoxyphenyl)acetic acid in 60 cm3 of dichloromethane. The reaction mixture is stirred at 20° C. for 20 hours and then washed with 30 cm3 of water, dried over magnesium sulphate and concentrated to dryness under reduced pressure (2.7 kPa). The residue is chromatographed on a silica gel column (particle...